describe an organic reaction: reactants, conditions, products, and yield From a dataset of the Open Reaction Database (ORD), a public repository of structured organic reaction records. Starting materials: CC1c2c(ccc3[nH]ccc23)OCCN1C(=O)OC(C)(C)C, [H-], [Na+], CN(C)C=O, O=S(=O)(Cl)c1cccs1. Yields the product CC1c2c(ccc3c2ccn3S(=O)(=O)c2cccs2)OCCN1C(=O)OC(C)(C)C. RXN SMILES: [CH3:1][CH:2]1[N:3]([C:16](=[O:17])[O:18][C:19]([CH3:20])([CH3:21])[CH3:22])[CH2:4][CH2:5][O:6][c:7]2[c:8]1[c:9]1[cH:10][cH:11][nH:12][c:13]1[cH:14][cH:15]2.[H-:23].[Na+:24].[O:34]=[CH:35][N:36]([CH3:37])[CH3:38].[s:25]1[c:26]([S:30](=[O:31])(=[O:32])[Cl:33])[cH:27][cH:28][cH:29]1>>[CH3:1][CH:2]1[N:3]([C:16](=[O:17])[O:18][C:19]([CH3:20])([CH3:21])[CH3:22])[CH2:4][CH2:5][O:6][c:7]2[c:8]1[c:9]1[cH:10][cH:11][n:12]([S:30]([c:26]3[s:25][cH:29][cH:28][cH:27]3)(=[O:31])=[O:32])[c:13]1[cH:14][cH:15]2. The reactants are OBO, CC(=O)c1ccccc1, O=C([O-])[O-], FC(F)(F)Oc1ccc(Nc2cc(Cl)nc(N3CCOCC3)n2)cc1, [Na+], [Na+], CN(C)C=O, O. Product: CC(=O)c1cccc(-c2cc(Nc3ccc(OC(F)(F)F)cc3)nc(N3CCOCC3)n2)c1. Reaction SMILES: [BH:26]([OH:27])[OH:28].[C:29]([CH3:30])(=[O:31])[c:32]1[cH:33][cH:34][cH:35][cH:36][cH:37]1.[C:38](=[O:39])([O-:40])[O-:41].[Cl:1][c:2]1[cH:3][c:4]([NH:14][c:15]2[cH:16][cH:17][c:18]([O:21][C:22]([F:23])([F:24])[F:25])[cH:19][cH:20]2)[n:5][c:6]([N:8]2[CH2:9][CH2:10][O:11][CH2:12][CH2:13]2)[n:7]1.[Na+:42].[Na+:43].[O:44]=[CH:45][N:46]([CH3:47])[CH3:48].[OH2:49]>>[c:2]1(-[c:36]2[cH:35][cH:34][cH:33][c:32]([C:29]([CH3:30])=[O:31])[cH:37]2)[cH:3][c:4]([NH:14][c:15]2[cH:16][cH:17][c:18]([O:21][C:22]([F:23])([F:24])[F:25])[cH:19][cH:20]2)[n:5][c:6]([N:8]2[CH2:9][CH2:10][O:11][CH2:12][CH2:13]2)[n:7]1.